Task: describe an organic reaction: reactants, conditions, products, and yield. Dataset: the Open Reaction Database (ORD), a public repository of structured organic reaction records Reactants: ( 9.0 ), ( 10.8 ), N(=[N+]=[N-])C1=NC(=C2N=CN(C2=N1)[C@H]1[C@@H](OCC2=CC=CC=C2)[C@H](OCC2=CC=CC=C2)[C@H](O1)COCC1=CC=CC=C1)N=[N+]=[N-] (2,6-diazido-9-(2,3,5-tri-O-benzyl-β-D-arabinofuranosyl)purine), ( 9.1 ), ( 9.0 ), C(Cl)(Cl)Cl (CHCl3), ( 10.9 ), ( 9.0 ). Reagents/catalysts: [Pd] (Pd-C). Solvent: CCO (EtOH), CCO (EtOH), CCO (EtOH). Conditions: time 6 hour. The product is NC1=NC(=C2N=CN(C2=N1)[C@H]1[C@@H](OCC2=CC=CC=C2)[C@H](OCC2=CC=CC=C2)[C@H](O1)COCC1=CC=CC=C1)N (2-Amino-9-(2,3,5-tri-O-benzyl-β-D-arabinofuranosyl)adenine). Yield: 69.0%. Reaction SMILES: [N:1]([C:4]1[N:12]=[C:11]2[C:7]([N:8]=[CH:9][N:10]2[C@@H:13]2[O:33][C@H:32]([CH2:34][O:35][CH2:36][C:37]3[CH:42]=[CH:41][CH:40]=[CH:39][CH:38]=3)[C@@H:23]([O:24][CH2:25][C:26]3[CH:31]=[CH:30][CH:29]=[CH:28][CH:27]=3)[C@@H:14]2[O:15][CH2:16][C:17]2[CH:22]=[CH:21][CH:20]=[CH:19][CH:18]=2)=[C:6]([N:43]=[N+]=[N-])[N:5]=1)=[N+]=[N-].C(Cl)(Cl)Cl>CCO.[Pd]>[NH2:1][C:4]1[N:12]=[C:11]2[C:7]([N:8]=[CH:9][N:10]2[C@@H:13]2[O:33][C@H:32]([CH2:34][O:35][CH2:36][C:37]3[CH:42]=[CH:41][CH:40]=[CH:39][CH:38]=3)[C@@H:23]([O:24][CH2:25][C:26]3[CH:31]=[CH:30][CH:29]=[CH:28][CH:27]=3)[C@@H:14]2[O:15][CH2:16][C:17]2[CH:22]=[CH:21][CH:20]=[CH:19][CH:18]=2)=[C:6]([NH2:43])[N:5]=1. Procedure details: Pd-C (5%) (500 mg) was added to a solution of 2,6-diazido-9-(2,3,5-tri-O-benzyl-β-D-arabinofuranosyl)purine (IV, 4.8 g, 8.0 mmol) in EtOH (500 ml), and the resulting mixture was hydrogenated at atmospheric pressure for 6 hr. The H2 atmosphere was changed after 30 min. and after 1 hr. The catalyst was removed by filtration and was washed with CHCl3 to dissolve precipitated product. The combined filtrate and washings were evaporated to dryness in vacuo, and the resulting residue was dissolved in b... Reaction SMILES: [CH3:33][OH:34].[CH3:3][O:4][C:5](=[O:6])[c:7]1[cH:8][c:9]2[c:10]([c:16]([O:18][c:19]3[cH:20][c:21]([F:32])[c:22]([C:25](=[O:26])[O:27][C:28]([CH3:29])([CH3:30])[CH3:31])[cH:23][cH:24]3)[cH:17]1)[CH2:11][C:12]([CH3:14])([CH3:15])[O:13]2.[Na+:2].[OH-:1]>>[O:4]=[C:5]([OH:6])[c:7]1[cH:8][c:9]2[c:10]([c:16]([O:18][c:19]3[cH:20][c:21]([F:32])[c:22]([C:25](=[O:26])[O:27][C:28]([CH3:29])([CH3:30])[CH3:31])[cH:23][cH:24]3)[cH:17]1)[CH2:11][C:12]([CH3:14])([CH3:15])[O:13]2. Starting materials: CO, COC(=O)c1cc(Oc2ccc(C(=O)OC(C)(C)C)c(F)c2)c2c(c1)OC(C)(C)C2, [Na+], [OH-]. The product is CC(C)(C)OC(=O)c1ccc(Oc2cc(C(=O)O)cc3c2CC(C)(C)O3)cc1F. Starting materials: C(CCC)C1=NC2=C(N1CC1=CC=C(C=C1)OC(C1=CC=CC=C1)C(=O)OCC)C=C(C=C2)N2C(N(CCC2)CC2=CC=CC=C2)=O (2-n-butyl-1-[4-[(α-ethoxycarbonyl)benzyloxy]benzyl]-6-(3-benzyl-3,4,5,6-tetrahydro-2(1H)-pyrimidinon-1-yl)-benzimidazole), [OH-].[Na+] (sodium hydroxide). Solvent: C(C)O (ethanol). The product is C(CCC)C1=NC2=C(N1CC1=CC=C(C=C1)OC(C1=CC=CC=C1)C(=O)O)C=C(C=C2)N2C(N(CCC2)CC2=CC=CC=C2)=O (2-n-Butyl-1-[4-[(α-carboxy)benzyloxy]benzyl]-6-(3-benzyl-3,4,5,6-tetrahydro-2(1H)-pyrimidinon-1-yl)-benzimidazole). As a reaction SMILES: [CH2:1]([C:5]1[N:9]([CH2:10][C:11]2[CH:16]=[CH:15][C:14]([O:17][CH:18]([C:25]([O:27]CC)=[O:26])[C:19]3[CH:24]=[CH:23][CH:22]=[CH:21][CH:20]=3)=[CH:13][CH:12]=2)[C:8]2[CH:30]=[C:31]([N:34]3[CH2:39][CH2:38][CH2:37][N:36]([CH2:40][C:41]4[CH:46]=[CH:45][CH:44]=[CH:43][CH:42]=4)[C:35]3=[O:47])[CH:32]=[CH:33][C:7]=2[N:6]=1)[CH2:2][CH2:3][CH3:4].[OH-].[Na+]>C(O)C>[CH2:1]([C:5]1[N:9]([CH2:10][C:11]2[CH:16]=[CH:15][C:14]([O:17][CH:18]([C:25]([OH:27])=[O:26])[C:19]3[CH:20]=[CH:21][CH:22]=[CH:23][CH:24]=3)=[CH:13][CH:12]=2)[C:8]2[CH:30]=[C:31]([N:34]3[CH2:39][CH2:38][CH2:37][N:36]([CH2:40][C:41]4[CH:46]=[CH:45][CH:44]=[CH:43][CH:42]=4)[C:35]3=[O:47])[CH:32]=[CH:33][C:7]=2[N:6]=1)[CH2:2][CH2:3][CH3:4] |f:1.2|. Procedure: Prepared analogously to Example 1b from 2-n-butyl-1-[4-[(α-ethoxycarbonyl)benzyloxy]benzyl]-6-(3-benzyl-3,4,5,6-tetrahydro-2(1H)-pyrimidinon-1-yl)-benzimidazole and 1N sodium hydroxide solution in ethanol. Reactants: COC1=C(C(=O)Cl)C=CC=C1 (2-methoxybenzoyl chloride), C(C)N1N(CC(C1)N)CC (1,2-diethyl-4-aminopyrazolidine). Solvent: C1(=CC=CC=C1)C (toluene), C1(=CC=CC=C1)C (toluene). Run at time 2 hour. Yields the product C(C)N1N(CC(C1)NC(C1=C(C=CC=C1)OC)=O)CC (N-(1,2-Diethyl-4-pyrazolidinyl)-2-methoxybenzamide). Isolated yield 77.9%. As a reaction SMILES: [CH3:1][O:2][C:3]1[CH:11]=[CH:10][CH:9]=[CH:8][C:4]=1[C:5](Cl)=[O:6].[CH2:12]([N:14]1[CH2:18][CH:17]([NH2:19])[CH2:16][N:15]1[CH2:20][CH3:21])[CH3:13]>C1(C)C=CC=CC=1>[CH2:12]([N:14]1[CH2:18][CH:17]([NH:19][C:5](=[O:6])[C:4]2[CH:8]=[CH:9][CH:10]=[CH:11][C:3]=2[O:2][CH3:1])[CH2:16][N:15]1[CH2:20][CH3:21])[CH3:13]. Reported procedure: A solution of 2-methoxybenzoyl chloride (3.41 g, 0.020 mole) in 50 ml of toluene was added dropwise to a stirred solution of 1,2-diethyl-4-aminopyrazolidine (2.86 g. 0.020 mole) in 100 ml of toluene. The mixture was stirred at ambient temperature for 2 hrs, and then at reflux temperature for 2 hrs. After standing for 16 hrs, the mixture was extracted with 100 ml of 10% sodium bicarbonate solution. The toluene layer was dried over magnesium sulfate and concentrated to give 4.32 g (81.6%) of oil. ... Reactants: COc1ccc2cccc(N3CCN(CCN)CC3)c2c1, ClC(Cl)Cl, CCOC(=O)Cl. The product is CCOC(=O)NCCN1CCN(c2cccc3ccc(OC)cc23)CC1, Cl. As a reaction SMILES: [CH3:1][O:2][c:3]1[cH:4][cH:5][c:6]2[cH:7][cH:8][cH:9][c:10]([N:13]3[CH2:14][CH2:15][N:16]([CH2:19][CH2:20][NH2:21])[CH2:17][CH2:18]3)[c:11]2[cH:12]1.[CH:28]([Cl:29])([Cl:30])[Cl:31].[Cl:22][C:23](=[O:24])[O:25][CH2:26][CH3:27]>>[CH3:1][O:2][c:3]1[cH:4][cH:5][c:6]2[cH:7][cH:8][cH:9][c:10]([N:13]3[CH2:14][CH2:15][N:16]([CH2:19][CH2:20][NH:21][C:23](=[O:24])[O:25][CH2:26][CH3:27])[CH2:17][CH2:18]3)[c:11]2[cH:12]1.[ClH:22]. Yield: 93.3%. Reaction SMILES: C(Cl)(=O)C(Cl)=O.CS(C)=O.[CH3:11][C:12]1([CH3:21])[C:16]2([CH3:20])[CH:17]([OH:19])[CH2:18][CH:13]1[CH2:14][CH2:15]2.C(N(C(C)C)CC)(C)C>C(Cl)Cl.C1(C)C=CC=CC=1>[C:16]12([CH3:20])[C:12]([CH3:21])([CH3:11])[CH:13]([CH2:14][CH2:15]1)[CH2:18][C:17]2=[O:19]. The solvent is C1(=CC=CC=C1)C (toluene), C(Cl)Cl (CH2Cl2), C(Cl)Cl (CH2Cl2). The reactants are C(C)(C)N(CC)C(C)C (diisopropylethylamine), C(C(=O)Cl)(=O)Cl (oxalyl chloride), CS(=O)C (DMSO), CC1(C2CCC1(C(C2)O)C)C (Isoborneol). Procedure details: To a well-stirred solution of anhydrous CH2Cl2 (5 mL) under an argon atmosphere at −30° C. was added oxalyl chloride (0.14 mL, 1.6 mmol). Fluorous DMSO (1.0 g, 3.2 mmol) then was added dropwise, and the reaction mixture stirred for an additional 20 minutes. Isoborneol (0.153 g, 1 mmol) dissolved in CH2Cl2 (5 mL) then was added to this solution, followed, after an additional 40 min to 1 hour, by diisopropylethylamine (0.88 mL, 5 mmol). The reaction mixture then was warmed to room temperature and ... Conditions: time 20 minute. Product: C12(C(=O)CC(CC1)C2(C)C)C (camphor). Starting materials: C1CCOC1, [Li]CCCC, CN(C)C=O, CC(C)NC(C)C, Clc1ccncc1. Yields the product O=Cc1cnccc1Cl. As a reaction SMILES: [CH2:25]1[O:26][CH2:27][CH2:28][CH2:29]1.[CH2:8]([Li:9])[CH2:10][CH2:11][CH3:12].[CH3:20][N:21]([CH:22]=[O:23])[CH3:24].[CH:1]([NH:2][CH:3]([CH3:4])[CH3:5])([CH3:6])[CH3:7].[Cl:13][c:14]1[cH:15][cH:16][n:17][cH:18][cH:19]1>>[Cl:13][c:14]1[c:15]([CH:22]=[O:23])[cH:16][n:17][cH:18][cH:19]1. Starting materials: FC1=CC=C(N)C=C1 (4-Fluoroaniline), COC1=C(C=C(CBr)C=C1)[N+](=O)[O-] (4-methoxy-3-nitrobenzyl bromide). Product: FC1=CC=C(N(CC2=CC(=C(C=C2)OC)[N+](=O)[O-])CC2=CC(=C(C=C2)OC)[N+](=O)[O-])C=C1 (4-fluoro-N,N-bis(4-methoxy-3-nitrobenzyl)aniline). Isolated yield 91.0%. RXN SMILES: [F:1][C:2]1[CH:8]=[CH:7][C:5]([NH2:6])=[CH:4][CH:3]=1.[CH3:9][O:10][C:11]1[CH:18]=[CH:17][C:14]([CH2:15]Br)=[CH:13][C:12]=1[N+:19]([O-:21])=[O:20]>>[F:1][C:2]1[CH:8]=[CH:7][C:5]([N:6]([CH2:15][C:14]2[CH:17]=[CH:18][C:11]([O:10][CH3:9])=[C:12]([N+:19]([O-:21])=[O:20])[CH:13]=2)[CH2:15][C:14]2[CH:17]=[CH:18][C:11]([O:10][CH3:9])=[C:12]([N+:19]([O-:21])=[O:20])[CH:13]=2)=[CH:4][CH:3]=1. Reported procedure: 4-Fluoroaniline and 4-methoxy-3-nitrobenzyl bromide were processed using the method described in Example 1A to provide 2.33 g (91%) of the title compound. MS (ESI; M+H) m/z=442. Starting materials: C(C)OC1=C(C=CC=C1)O (o-ethoxyphenol), [OH-].[Na+] (sodium hydroxide), C(C=C)Cl (allyl chloride), cupric chloride, [Cl-].[NH4+] (ammonium chloride), Cl (hydrochloric acid). The solvent is O (water). Reaction conditions: time 15 minute. Yields the product C(C)OC1=C(C=CC(=C1)CC=C)O (o-ethoxy-p-allylphenol), C(C)OC1=C(C=CC=C1)O (o-ethoxyphenol). Reaction SMILES: [CH2:1]([O:3][C:4]1[CH:9]=[CH:8][CH:7]=[CH:6][C:5]=1[OH:10])[CH3:2].[OH-].[Na+].[CH2:13](Cl)[CH:14]=[CH2:15].[Cl-].[NH4+].Cl>O>[CH2:1]([O:3][C:4]1[CH:9]=[C:8]([CH2:15][CH:14]=[CH2:13])[CH:7]=[CH:6][C:5]=1[OH:10])[CH3:2].[CH2:1]([O:3][C:4]1[CH:9]=[CH:8][CH:7]=[CH:6][C:5]=1[OH:10])[CH3:2] |f:1.2,4.5|. Reported procedure: A mixture of 11.60 g of o-ethoxyphenol, 3.36 g of sodium hydroxide, 7.07 g of allyl chloride, 1.37 g of cupric chloride (CuCl2.2H2O), 1.72 g of ammonium chloride and 34 ml of water was reacted at 25° C and with stirring, for 15 minutes. The reaction solution was then neutralized with hydrochloric acid and extracted with five portions of 30 ml of ether. The resulting ethereal extract was distilled to give 5.17 g of the desired o-ethoxy-p-allylphenol and 5.22 g of the unreacted o-ethoxyphenol. The...